Dataset: the Open Reaction Database (ORD), a public repository of structured organic reaction records. Task: describe an organic reaction: reactants, conditions, products, and yield The reactants are C(=O)([O-])[O-].[Cs+].[Cs+] (Cs2CO3), C(C1=CC=CC=C1)OC(NC1CCC=2NC3=CC=C(C=C3C2C1)OC(F)(F)F)=O ((6-trifluoromethoxy-2,3,4,9-tetrahydro-1H-carbazol-3-yl)-carbamic acid benzyl ester), BrCC1=NC(=CC=C1)F (2-bromomethyl-6-fluoropyridine). Run in CN(C)C=O (DMF), CCOC(=O)C (EtOAc). Run at temperature 50 celsius. Yields the product C(C1=CC=CC=C1)OC(NC1CCC=2N(C3=CC=C(C=C3C2C1)OC(F)(F)F)CC1=NC(=CC=C1)F)=O ([9-(6-Fluoro-pyridin-2-ylmethyl)-6-trifluoromethoxy-2,3,4,9-tetrahydro-1H-carbazol-3-yl]-carbamic acid benzyl ester). The yield is 56.2%. Reaction SMILES: C([O-])([O-])=O.[Cs+].[Cs+].[CH2:7]([O:14][C:15](=[O:35])[NH:16][CH:17]1[CH2:29][C:28]2[C:27]3[C:22](=[CH:23][CH:24]=[C:25]([O:30][C:31]([F:34])([F:33])[F:32])[CH:26]=3)[NH:21][C:20]=2[CH2:19][CH2:18]1)[C:8]1[CH:13]=[CH:12][CH:11]=[CH:10][CH:9]=1.Br[CH2:37][C:38]1[CH:43]=[CH:42][CH:41]=[C:40]([F:44])[N:39]=1>CN(C=O)C.CCOC(C)=O>[CH2:7]([O:14][C:15](=[O:35])[NH:16][CH:17]1[CH2:29][C:28]2[C:27]3[C:22](=[CH:23][CH:24]=[C:25]([O:30][C:31]([F:34])([F:32])[F:33])[CH:26]=3)[N:21]([CH2:37][C:38]3[CH:43]=[CH:42][CH:41]=[C:40]([F:44])[N:39]=3)[C:20]=2[CH2:19][CH2:18]1)[C:8]1[CH:9]=[CH:10][CH:11]=[CH:12][CH:13]=1 |f:0.1.2|. Reported procedure: Add Cs2CO3 (6.44 g, 19.8 mmol) to a solution of (6-trifluoromethoxy-2,3,4,9-tetrahydro-1H-carbazol-3-yl)-carbamic acid benzyl ester (Preparation 43) (4.00 g, 9.88 mmol) and 2-bromomethyl-6-fluoropyridine (Preparation 44) (3.11 g, 13.8 mmol) in DMF (40 mL). Heat the resulting mixture to 50° C. for 18 h and then dilute with EtOAc (120 mL). Wash the organics with water (3×40 mL), dry (MgSO4), filter, and concentrate to give the crude product (5.40 g) as a brown oil. Purify the crude product on sili...